This data is from the Open Reaction Database (ORD), a public repository of structured organic reaction records. The task is: describe an organic reaction: reactants, conditions, products, and yield Reactants: N[C@H](CN1N=C(C=C1)C1=CC(=C(C#N)C(=C1)F)F)C ((S)-4-(1-(2-aminopropyl)-1H-pyrazol-3-yl)-2,6-difluorobenzonitrile), C(C)(C)C1=NOC(=N1)C(=O)O (3-isopropyl-1,2,4-oxadiazole-5-carboxylic acid), C=1C=CC2=C(C1)N=NN2O (HOBt), CCN(C(C)C)C(C)C (DIPEA), CCN=C=NCCCN(C)C (EDCI). Run in CN(C)C=O (DMF). Product: C(#N)C1=C(C=C(C=C1F)C1=NN(C=C1)C[C@H](C)NC(=O)C1=NC(=NO1)C(C)C)F ((S)—N-(1-(3-(4-cyano-3,5-difluorophenyl)-1H-pyrazol-1-yl)propan-2-yl)-3-isopropyl-1,2,4-oxadiazole-5-carboxamide). Isolated yield 2.0%. As a reaction SMILES: [NH2:1][C@@H:2]([CH3:19])[CH2:3][N:4]1[CH:8]=[CH:7][C:6]([C:9]2[CH:16]=[C:15]([F:17])[C:12]([C:13]#[N:14])=[C:11]([F:18])[CH:10]=2)=[N:5]1.[CH:20]([C:23]1[N:27]=[C:26]([C:28](O)=[O:29])[O:25][N:24]=1)([CH3:22])[CH3:21].C1C=CC2N(O)N=NC=2C=1.CCN(C(C)C)C(C)C.CCN=C=NCCCN(C)C>CN(C=O)C>[C:13]([C:12]1[C:11]([F:18])=[CH:10][C:9]([C:6]2[CH:7]=[CH:8][N:4]([CH2:3][C@@H:2]([NH:1][C:28]([C:26]3[O:25][N:24]=[C:23]([CH:20]([CH3:22])[CH3:21])[N:27]=3)=[O:29])[CH3:19])[N:5]=2)=[CH:16][C:15]=1[F:17])#[N:14]. Reported procedure: The title compound was synthesized from (S)-4-(1-(2-aminopropyl)-1H-pyrazol-3-yl)-2,6-difluorobenzonitrile (0.168 g, 0.64 mmol), 3-isopropyl-1,2,4-oxadiazole-5-carboxylic acid (0.1 g, 0.64 mmol), HOBt (0.13 g, 0.96 mmol), DIPEA (0.335 mL, 1.92 mmol) and EDCI (0.184 g, 0.96 mmol) using DMF as solvent using the method of Example 34(d). Yield of the title compound 5 mg. 1H NMR (400 MHz; MeOD): δ 1.27 (d, 3H), 1.36 (d, 6H), 3.16 (m, 1H), 4.39 (m, 2H), 4.58 (m, 1H), 6.80 (d, 1H), 7.62 (m, 2H), 7.72 (... RXN SMILES: [CH3:1][O:2][c:3]1[c:4](-[c:9]2[o:10][c:11]([C:17]([F:18])([F:19])[F:20])[c:12]([C:14](=[O:15])[OH:16])[n:13]2)[cH:5][cH:6][cH:7][cH:8]1.[CH3:21][O:22][CH2:23][CH2:24][N:25]([c:26]1[n:27][cH:28][c:29]([NH2:32])[cH:30][cH:31]1)[CH3:33]>>[CH3:1][O:2][c:3]1[c:4](-[c:9]2[o:10][c:11]([C:17]([F:18])([F:19])[F:20])[c:12]([C:14](=[O:16])[NH:32][c:29]3[cH:28][n:27][c:26]([N:25]([CH2:24][CH2:23][O:22][CH3:21])[CH3:33])[cH:31][cH:30]3)[n:13]2)[cH:5][cH:6][cH:7][cH:8]1. Starting materials: COc1ccccc1-c1nc(C(=O)O)c(C(F)(F)F)o1, COCCN(C)c1ccc(N)cn1. Product: COCCN(C)c1ccc(NC(=O)c2nc(-c3ccccc3OC)oc2C(F)(F)F)cn1. Reactants: ClC1=CC=C(C=C1)C=1C=C(C=NC1OCC(F)(F)F)C(=O)O (5-(4-chlorophenyl)-6-(2,2,2-trifluoroethoxy)-3-pyridinecarboxylic acid), N1(CCS(CC1)(=O)=O)N (4-thiomorpholinamine 1,1-dioxide). The product is ClC1=CC=C(C=C1)C=1C=C(C=NC1OCC(F)(F)F)C(=O)NN1CCS(CC1)(=O)=O (5-(4-chloro-phenyl)-N-(1,1-dioxido-4-thiomorpholinyl)-6-(2,2,2-trifluoro-ethoxy)-3-pyridinecarboxamide). RXN SMILES: [Cl:1][C:2]1[CH:7]=[CH:6][C:5]([C:8]2[CH:9]=[C:10]([C:20]([OH:22])=O)[CH:11]=[N:12][C:13]=2[O:14][CH2:15][C:16]([F:19])([F:18])[F:17])=[CH:4][CH:3]=1.[N:23]1([NH2:31])[CH2:28][CH2:27][S:26](=[O:30])(=[O:29])[CH2:25][CH2:24]1>>[Cl:1][C:2]1[CH:3]=[CH:4][C:5]([C:8]2[CH:9]=[C:10]([C:20]([NH:31][N:23]3[CH2:28][CH2:27][S:26](=[O:30])(=[O:29])[CH2:25][CH2:24]3)=[O:22])[CH:11]=[N:12][C:13]=2[O:14][CH2:15][C:16]([F:19])([F:18])[F:17])=[CH:6][CH:7]=1. Reported procedure: The title compound was synthesized in analogy to Example 1 using 5-(4-chlorophenyl)-6-(2,2,2-trifluoroethoxy)-3-pyridinecarboxylic acid (CAN 1018782-82-5) and 4-thiomorpholinamine 1,1-dioxide (CAN 26494-76-8) as starting materials; MS (EI) 464.1 (M+H)+.